Dataset: the Open Reaction Database (ORD), a public repository of structured organic reaction records. Task: describe an organic reaction: reactants, conditions, products, and yield The reactants are Cc1c([N+](=O)[O-])cc(C(N)=O)c2nc[nH]c12, CO, Cl, [H][H]. Yields the product Cc1c(N)cc(C(N)=O)c2nc[nH]c12, Cl. As a reaction SMILES: [CH3:1][c:2]1[c:3]([N+:14]([O-:15])=[O:16])[cH:4][c:5]([C:11](=[O:12])[NH2:13])[c:6]2[c:7]1[nH:8][cH:9][n:10]2.[CH3:20][OH:21].[ClH:17].[H:18][H:19]>>[CH3:1][c:2]1[c:3]([NH2:14])[cH:4][c:5]([C:11](=[O:12])[NH2:13])[c:6]2[c:7]1[nH:8][cH:9][n:10]2.[ClH:17]. The reactants are C(C)S (ethane thiol), [H-].[Na+] (NaH), ClC1=NC(=CC(=C1C(=O)O)C)Cl (2,6-dichloro-4-methyl-pyridine-3-carboxylic acid). The solvent is C1CCOC1 (THF). Conditions: temperature 0 celsius, time 15 minute. Yields the product ClC1=CC(=C(C(=N1)SCC)C(=O)O)C (6-chloro-2-ethylsulfanyl-4-methyl-pyridine-3-carboxylic acid). Yield: 94.5%. Reaction SMILES: [H-].[Na+].[CH2:3]([SH:5])[CH3:4].Cl[C:7]1[C:12]([C:13]([OH:15])=[O:14])=[C:11]([CH3:16])[CH:10]=[C:9]([Cl:17])[N:8]=1>C1COCC1>[Cl:17][C:9]1[N:8]=[C:7]([S:5][CH2:3][CH3:4])[C:12]([C:13]([OH:15])=[O:14])=[C:11]([CH3:16])[CH:10]=1 |f:0.1|. Procedure: 6.1 g (153 mmol, 60% w/w in mineral oil) NaH were dissolved in THF (90 ml) at 0° C. At this temperature 3.4 g (54.7 mmol) ethane thiol were added. After stirring for 15 min at 0° C., 12.4 g (60.2 mmol) 2,6-dichloro-4-methyl-pyridine-3-carboxylic acid were added portionwise. The RM was allowed to warm to RT and stirring was continued at RT for 16 h. Then the reaction was quenched with a 2M aq. HCl and diluted with EtOAc. The organic layer was separated, dried over MgSO4 and concentrated in vacuo....